From a dataset of the Open Reaction Database (ORD), a public repository of structured organic reaction records. describe an organic reaction: reactants, conditions, products, and yield The reactants are N#CCN1C(=O)c2ccccc2C1=O, CC(C)CCCC(C)(C)O, CC(=O)O, O, O=S(=O)(O)O. The product is CC(C)CCCC(C)(C)NC(=O)CN1C(=O)c2ccccc2C1=O. RXN SMILES: [C:1]1(=[O:14])[c:2]2[c:3]([cH:10][cH:11][cH:12][cH:13]2)[C:4](=[O:9])[N:5]1[CH2:6][C:7]#[N:8].[CH3:15][C:16]([CH3:17])([CH2:18][CH2:19][CH2:20][CH:21]([CH3:22])[CH3:23])[OH:24].[CH3:31][C:32](=[O:33])[OH:34].[OH2:30].[S:25]([OH:26])(=[O:27])(=[O:28])[OH:29]>>[C:1]1(=[O:14])[c:2]2[c:3]([cH:10][cH:11][cH:12][cH:13]2)[C:4](=[O:9])[N:5]1[CH2:6][C:7]([NH:8][C:16]([CH3:15])([CH3:17])[CH2:18][CH2:19][CH2:20][CH:21]([CH3:22])[CH3:23])=[O:26].